describe an organic reaction: reactants, conditions, products, and yield From a dataset of the Open Reaction Database (ORD), a public repository of structured organic reaction records. Reactants: CC(=O)c1ccccc1C(=O)O, CC(C)=CCCC(C)=CCO, CN(C)c1ccncc1, ClCCl. Product: CC(=O)c1ccccc1C(=O)OCC=C(C)CCC=C(C)C. Reaction SMILES: [C:1]([CH3:2])(=[O:3])[c:4]1[c:5]([C:6](=[O:7])[OH:8])[cH:9][cH:10][cH:11][cH:12]1.[CH3:13][C:14]([CH3:15])=[CH:16][CH2:17][CH2:18][C:19]([CH3:20])=[CH:21][CH2:22][OH:23].[CH3:24][N:25]([c:26]1[cH:27][cH:28][n:29][cH:30][cH:31]1)[CH3:32].[Cl:33][CH2:34][Cl:35]>>[C:1]([CH3:2])(=[O:3])[c:4]1[c:5]([C:6](=[O:7])[O:8][CH2:22][CH:21]=[C:19]([CH2:18][CH2:17][CH:16]=[C:14]([CH3:13])[CH3:15])[CH3:20])[cH:9][cH:10][cH:11][cH:12]1. The reactants are CCCCC12Cc3cc(OCOC)ccc3C1=C(C)C(=O)C(C)(C)C2, CO, CCOC(C)=O, Cl, [Na+], O=C([O-])O. The product is CCCCC12Cc3cc(O)ccc3C1=C(C)C(=O)C(C)(C)C2. Reaction SMILES: [CH2:1]([CH2:2][CH2:3][CH3:4])[C:5]12[CH2:6][c:7]3[cH:8][c:9]([O:22][CH2:23][O:24][CH3:25])[cH:10][cH:11][c:12]3[C:13]1=[C:14]([CH3:21])[C:15](=[O:20])[C:16]([CH3:18])([CH3:19])[CH2:17]2.[CH3:32][OH:33].[CH3:34][CH2:35][O:36][C:37]([CH3:38])=[O:39].[ClH:26].[Na+:31].[O-:27][C:28]([OH:29])=[O:30]>>[CH2:1]([CH2:2][CH2:3][CH3:4])[C:5]12[CH2:6][c:7]3[cH:8][c:9]([OH:22])[cH:10][cH:11][c:12]3[C:13]1=[C:14]([CH3:21])[C:15](=[O:20])[C:16]([CH3:18])([CH3:19])[CH2:17]2. Starting materials: CO (methanol), CCCCCC (n-hexane), CCOCC (ether), O (water). Run in CS(=O)C (dimethylsulfoxide), C(Cl)(Cl)Cl (chloroform), N1=CC=CC=C1 (pyridine). The product is C1=CC=CC=2CC3=CC=CC=C3C(C12)=O (anthrone). RXN SMILES: [CH3:1][OH:2].CCO[CH2:6][CH3:7].O.[CH3:9][CH2:10][CH2:11][CH2:12][CH2:13][CH3:14]>CS(C)=O.N1C=CC=CC=1.C(Cl)(Cl)Cl>[CH:7]1[C:6]2[C:1](=[O:2])[C:13]3[C:14](=[CH:9][CH:10]=[CH:11][CH:12]=3)[CH2:13][C:12]=2[CH:11]=[CH:10][CH:9]=1. Procedure details: Hayumicins C1, C2 and D were isolated as a purple amorphous powder. The compounds are soluble in dimethylsulfoxide and pyridine, slightly soluble in chloroform and methanol and practically insoluble in n-hexane, ether and water. They give a positive response to anthrone reagent, but are negative to Sakaguchi test. The molecular formulae of Hayumicins C1, C2 and D were determined to be C33H33NO13, C33H33NO13 and C32H31NO13, respectively, based on the high-resolution FAB-MS spectral results. The p...